From a dataset of the Open Reaction Database (ORD), a public repository of structured organic reaction records. describe an organic reaction: reactants, conditions, products, and yield Starting materials: ClC1=NC=C(C=C1)CN1C(N(COC1)C)=N[N+](=O)[O-] (5-(2-chloropyrid-5-ylmethyl)-3-methyl-4-nitroimino-perhydro-1,3,5-oxadiazine), [OH-].[Na+] (caustic soda). Run in Cl (hydrochloric acid). Conditions: temperature 80 celsius, time 2 hour. The product is ClC1=NC=C(C=C1)CNC(=N[N+](=O)[O-])NC (1-(2-chloropyrid-5-ylmethyl)-2-nitro-3-methyl-guanidine). Reaction SMILES: [Cl:1][C:2]1[CH:7]=[CH:6][C:5]([CH2:8][N:9]2CO[CH2:12][N:11](C)[C:10]2=[N:16][N+:17]([O-:19])=[O:18])=[CH:4][N:3]=1.[OH-].[Na+]>Cl>[Cl:1][C:2]1[CH:7]=[CH:6][C:5]([CH2:8][NH:9][C:10]([NH:11][CH3:12])=[N:16][N+:17]([O-:19])=[O:18])=[CH:4][N:3]=1 |f:1.2|. Procedure: A mixture of 4.0 g of 5-(2-chloropyrid-5-ylmethyl)-3-methyl-4-nitroimino-perhydro-1,3,5-oxadiazine and 20 ml of concentrated hydrochloric acid is stirred for 2 hours at 80° C. The reaction mixture is cooled to 5° C., adjusted to a pH of about 5 with concentrated caustic soda solution and filtered. The filtering residue is mixed with diethyl ether/ethyl acetate 1:1 and filtered again. The title compound is thus obtained.